From a dataset of the Open Reaction Database (ORD), a public repository of structured organic reaction records. describe an organic reaction: reactants, conditions, products, and yield Starting materials: ClC1=CC(=C(C=C1)C(CS(=O)C)=O)NC (4-chloro-2-(methylamino)phenyl-2-methylsulphinylethanone). Reagents/catalysts: [Zn] (zinc). Solvent: C(C)(=O)O (acetic acid), C(C)O (ethanol), C(C)O (ethanol), C(C)(=O)O (acetic acid). Run at time 24 hour. The product is ClC1=CC(=C(C=C1)C(C)=O)NC (4'-chloro-2'-(methylamino)acetophenone). Reaction SMILES: [Cl:1][C:2]1[CH:7]=[CH:6][C:5]([C:8](=[O:13])[CH2:9]S(C)=O)=[C:4]([NH:14][CH3:15])[CH:3]=1>C(O)(=O)C.C(O)C.[Zn]>[Cl:1][C:2]1[CH:7]=[CH:6][C:5]([C:8](=[O:13])[CH3:9])=[C:4]([NH:14][CH3:15])[CH:3]=1. Reported procedure: A solution of 1-[4-chloro-2-(methylamino)phenyl-2-methylsulphinylethanone (17 g) in a mixture of glacial acetic acid (35 ml) and absolute ethanol (35 ml) was added dropwise over 20 minutes to a stirred suspension of zinc dust (22.5 g) in acetic acid (20 ml) and absolute ethanol (35 ml) under nitrogen at ambient temperature. After stirring at ambient temperature for 24 hours, the reaction mixture was filtered through diatomaceous earth (sold under the trade name CELITE) and the filter bed was was... Starting materials: BrB(Br)Br, CO, COc1ccc2c(c1)CCN(C(=O)C(F)(F)F)C2C1CCCCC1, ClCCl. Yields the product O=C(N1CCc2cc(O)ccc2C1C1CCCCC1)C(F)(F)F. As a reaction SMILES: [B:1]([Br:2])([Br:3])[Br:4].[CH3:29][OH:30].[CH:5]1([CH:11]2[N:12]([C:23]([C:24]([F:25])([F:26])[F:27])=[O:28])[CH2:13][CH2:14][c:15]3[cH:16][c:17]([O:21][CH3:22])[cH:18][cH:19][c:20]32)[CH2:6][CH2:7][CH2:8][CH2:9][CH2:10]1.[Cl:31][CH2:32][Cl:33]>>[CH:5]1([CH:11]2[N:12]([C:23]([C:24]([F:25])([F:26])[F:27])=[O:28])[CH2:13][CH2:14][c:15]3[cH:16][c:17]([OH:21])[cH:18][cH:19][c:20]32)[CH2:6][CH2:7][CH2:8][CH2:9][CH2:10]1. Reaction SMILES: [C-:31]#[N:32].[C-:34]#[N:35].[CH3:1][C:2]1([CH3:25])[CH:3]([c:11]2[cH:12][cH:13][c:14]([O:17][S:18]([C:19]([F:20])([F:21])[F:22])(=[O:23])=[O:24])[cH:15][cH:16]2)[c:4]2[n:5]([cH:8][n:9][cH:10]2)[CH2:6][CH2:7]1.[CH3:26][N:27]([CH3:28])[CH:29]=[O:30].[Zn+2:33]>>[CH3:1][C:2]1([CH3:25])[CH:3]([c:11]2[cH:12][cH:13][c:14]([C:26]#[N:27])[cH:15][cH:16]2)[c:4]2[n:5]([cH:8][n:9][cH:10]2)[CH2:6][CH2:7]1. Starting materials: [C-]#N, [C-]#N, CC1(C)CCn2cncc2C1c1ccc(OS(=O)(=O)C(F)(F)F)cc1, CN(C)C=O, [Zn+2]. The product is CC1(C)CCn2cncc2C1c1ccc(C#N)cc1. Starting materials: C1CCOC1, [N-]=[N+]=NCC(O)C1OC(=O)C(OCc2ccccc2)=C1OCc1ccccc1, O, c1ccc(P(c2ccccc2)c2ccccc2)cc1. Product: NCC(O)C1OC(=O)C(OCc2ccccc2)=C1OCc1ccccc1. RXN SMILES: [CH2:49]1[O:50][CH2:51][CH2:52][CH2:53]1.[N:20](=[N+:21]=[N-:22])[CH2:23][CH:24]([OH:25])[CH:26]1[C:27]([O:40][CH2:41][c:42]2[cH:43][cH:44][cH:45][cH:46][cH:47]2)=[C:28]([O:32][CH2:33][c:34]2[cH:35][cH:36][cH:37][cH:38][cH:39]2)[C:29](=[O:31])[O:30]1.[OH2:48].[c:1]1([P:2]([c:3]2[cH:4][cH:5][cH:6][cH:7][cH:8]2)[c:9]2[cH:10][cH:11][cH:12][cH:13][cH:14]2)[cH:15][cH:16][cH:17][cH:18][cH:19]1>>[NH2:20][CH2:23][CH:24]([OH:25])[CH:26]1[C:27]([O:40][CH2:41][c:42]2[cH:43][cH:44][cH:45][cH:46][cH:47]2)=[C:28]([O:32][CH2:33][c:34]2[cH:35][cH:36][cH:37][cH:38][cH:39]2)[C:29](=[O:31])[O:30]1. Reactants: BrBr, ClCCl, [Na+], O=C([O-])O, COC(=O)c1cc2ccsc2cn1. The product is COC(=O)c1cc2c(Br)csc2cn1. Reaction SMILES: [Br:14][Br:15].[Cl:21][CH2:22][Cl:23].[Na+:20].[O-:16][C:17]([OH:18])=[O:19].[s:1]1[cH:2][cH:3][c:4]2[c:5]1[cH:6][n:7][c:8]([C:10](=[O:11])[O:12][CH3:13])[cH:9]2>>[s:1]1[cH:2][c:3]([Br:14])[c:4]2[c:5]1[cH:6][n:7][c:8]([C:10](=[O:11])[O:12][CH3:13])[cH:9]2. Reported procedure: A solution of lithium hydroxide monohydrate (0.16 g) in water (2 ml) was added to a stirred solution of methyl E-4[1-allyl-5-[2-(propylcarbamoyl)- 1-propenyl]indol-3-ylmethyl]-3-methoxybenzoate (0.34 g) in methanol (5 ml), and the mixture was stirred for 18 hr under an atmosphere of nitrogen. The solution was concentrated to remove methanol, acidified with 1M hydrochloric acid (30 ml), diluted with water (30 ml), and the precipitate which formed (0.31 g) was isolated by filtration and dried. The... The yield is 88.0%. The solvent is O (water), CO (methanol). Product: C(C=C)N1C=C(C2=CC(=CC=C12)\C=C(/C)\C(NCCC)=O)CC1=C(C=C(C(=O)O)C=C1)OC (E-4-[1-Allyl-5-[2-(propylcarbamoyl)-1-propenyl]-indol-3-ylmethyl]-3-methoxybenzoic acid). Reaction conditions: time 18 hour. As a reaction SMILES: O.[OH-].[Li+].[CH2:4]([N:7]1[C:15]2[C:10](=[CH:11][C:12](/[CH:16]=[C:17](/[C:19](=[O:24])[NH:20][CH2:21][CH2:22][CH3:23])\[CH3:18])=[CH:13][CH:14]=2)[C:9]([CH2:25][C:26]2[CH:35]=[CH:34][C:29]([C:30]([O:32]C)=[O:31])=[CH:28][C:27]=2[O:36][CH3:37])=[CH:8]1)[CH:5]=[CH2:6]>O.CO>[CH2:4]([N:7]1[C:15]2[C:10](=[CH:11][C:12](/[CH:16]=[C:17](/[C:19](=[O:24])[NH:20][CH2:21][CH2:22][CH3:23])\[CH3:18])=[CH:13][CH:14]=2)[C:9]([CH2:25][C:26]2[CH:35]=[CH:34][C:29]([C:30]([OH:32])=[O:31])=[CH:28][C:27]=2[O:36][CH3:37])=[CH:8]1)[CH:5]=[CH2:6] |f:0.1.2|. The reactants are O.[OH-].[Li+] (lithium hydroxide monohydrate), C(C=C)N1C=C(C2=CC(=CC=C12)\C=C(/C)\C(NCCC)=O)CC1=C(C=C(C(=O)OC)C=C1)OC (methyl E-4[1-allyl-5-[2-(propylcarbamoyl)- 1-propenyl]indol-3-ylmethyl]-3-methoxybenzoate). Run at temperature 70 celsius. Reactants: NC1=C(C(=NN1C1=C(C=C(C=C1Cl)C(F)(F)F)Cl)C#N)I (5-amino-3-cyano-1-(2,6-dichloro-4-trifluoromethylphenyl)-4-iodopyrazole), compound, CC(C#C)C (3-methylbut-1-yne), cuprous iodide. Product: NC1=C(C(=NN1C1=C(C=C(C=C1Cl)C(F)(F)F)Cl)C#N)C#CC(C)C (5-Amino-3-cyano-1-(2,6-dichloro-4-trifluoromethylphenyl)-4-(3-methylbut-1-ynyl)pyrazole). Run in C(C)N(CC)CC (triethylamine). Reaction SMILES: [NH2:1][C:2]1[N:6]([C:7]2[C:12]([Cl:13])=[CH:11][C:10]([C:14]([F:17])([F:16])[F:15])=[CH:9][C:8]=2[Cl:18])[N:5]=[C:4]([C:19]#[N:20])[C:3]=1I.[CH3:22][CH:23]([CH3:26])[C:24]#[CH:25]>C(N(CC)CC)C.Cl[Pd](Cl)([P](C1C=CC=CC=1)(C1C=CC=CC=1)C1C=CC=CC=1)[P](C1C=CC=CC=1)(C1C=CC=CC=1)C1C=CC=CC=1>[NH2:1][C:2]1[N:6]([C:7]2[C:12]([Cl:13])=[CH:11][C:10]([C:14]([F:17])([F:16])[F:15])=[CH:9][C:8]=2[Cl:18])[N:5]=[C:4]([C:19]#[N:20])[C:3]=1[C:25]#[C:24][CH:23]([CH3:26])[CH3:22] |^1:36,55|. Procedure: To a stirred solution of 5-amino-3-cyano-1-(2,6-dichloro-4-trifluoromethylphenyl)-4-iodopyrazole (447 mg, the compound of Example A1) in triethylamine (10 ml) at room temperature was added 3-methylbut-1-yne (0.5 ml), cuprous iodide (15 mg) and bis(triphenylphosphine)palladium(II) chloride (30 mg). The reaction mixture was heated at 70° C. for two hours. The reaction mixture was partitioned between ether (100 ml) and water (100 ml). The organic layer was separated, washed with brine, dried (MgSO4... Reagents/catalysts: Cl[Pd]([P](C1=CC=CC=C1)(C2=CC=CC=C2)C3=CC=CC=C3)([P](C4=CC=CC=C4)(C5=CC=CC=C5)C6=CC=CC=C6)Cl (bis(triphenylphosphine)palladium(II) chloride). The reactants are ClC=1C=C(C=C(C1)Cl)N=C=O (3,5-Dichlorophenyl isocyanate), C(C)(C)(C)OC(=O)N1CCC(CC1)N1C=C(C2=C1N=CN=C2N)C(C2=CC(=CC=C2)N)=O (4-[4-amino-5-(3-amino-benzoyl)-pyrrolo[2,3-d]pyrimidin-7-yl]-piperidine-1-carboxylic acid tert-butyl ester). Solvent: N1=CC=CC=C1 (pyridine). Conditions: time 12 hour. Product: C(C)(C)(C)OC(=O)N1CCC(CC1)N1C=C(C2=C1N=CN=C2N)C(C2=CC(=CC=C2)NC(=O)NC2=CC(=CC(=C2)Cl)Cl)=O (4-(4-Amino-5-{3-[3-(3,5-dichloro-phenyl)-ureido]-benzoyl}-pyrrolo[2,3-d]pyrimidin-7-yl)-piperidine-1-carboxylic acid tert-butyl ester). Isolated yield 62.7%. As a reaction SMILES: [Cl:1][C:2]1[CH:3]=[C:4]([N:9]=[C:10]=[O:11])[CH:5]=[C:6]([Cl:8])[CH:7]=1.[C:12]([O:16][C:17]([N:19]1[CH2:24][CH2:23][CH:22]([N:25]2[C:29]3[N:30]=[CH:31][N:32]=[C:33]([NH2:34])[C:28]=3[C:27]([C:35](=[O:43])[C:36]3[CH:41]=[CH:40][CH:39]=[C:38]([NH2:42])[CH:37]=3)=[CH:26]2)[CH2:21][CH2:20]1)=[O:18])([CH3:15])([CH3:14])[CH3:13]>N1C=CC=CC=1>[C:12]([O:16][C:17]([N:19]1[CH2:24][CH2:23][CH:22]([N:25]2[C:29]3[N:30]=[CH:31][N:32]=[C:33]([NH2:34])[C:28]=3[C:27]([C:35](=[O:43])[C:36]3[CH:41]=[CH:40][CH:39]=[C:38]([NH:42][C:10]([NH:9][C:4]4[CH:3]=[C:2]([Cl:1])[CH:7]=[C:6]([Cl:8])[CH:5]=4)=[O:11])[CH:37]=3)=[CH:26]2)[CH2:21][CH2:20]1)=[O:18])([CH3:15])([CH3:13])[CH3:14]. Procedure details: 3,5-Dichlorophenyl isocyanate (0.26 g, 1.37 mmol) was added to a solution of 4-[4-amino-5-(3-amino-benzoyl)-pyrrolo[2,3-d]pyrimidin-7-yl]-piperidine-1-carboxylic acid tert-butyl ester (0.5 g, 1.15 mmol) in pyridine (13 mL). The reaction mixture was stirred at 75 C for 4.5 h and room temperature for 12 h in a sealed tube, quenched with H2O (13 mL), and extracted with EtOAc (4×15 mL). The combined organic extracts were washed with CuSO4 (3×15 mL), H2O (20 mL), and brine (30 mL) and dried (MgSO4), ... Reactants: ClC=1C=C(C(=NC1)OC1=CC=C(C=C1)O)[N+](=O)[O-] (4-(5-chloro-3-nitropyridin-2-yloxy)phenol), [H][H] (hydrogen). Reagents/catalysts: [Ni] (Raney nickel). Solvent: O1CCOCC1 (dioxan). Product: NC=1C(=NC=C(C1)Cl)OC1=CC=C(C=C1)O (4-(3-amino-5-chloropyridin-2-yloxy)phenol). The yield is 97.7%. As a reaction SMILES: [Cl:1][C:2]1[CH:3]=[C:4]([N+:16]([O-])=O)[C:5]([O:8][C:9]2[CH:14]=[CH:13][C:12]([OH:15])=[CH:11][CH:10]=2)=[N:6][CH:7]=1.[H][H]>O1CCOCC1.[Ni]>[NH2:16][C:4]1[C:5]([O:8][C:9]2[CH:10]=[CH:11][C:12]([OH:15])=[CH:13][CH:14]=2)=[N:6][CH:7]=[C:2]([Cl:1])[CH:3]=1. Procedure details: 110.7 g (0.415 mole) of 4-(5-chloro-3-nitropyridin-2-yloxy)phenol are dissolved in 1200 ml of dioxan and, after addition of 22.0 g of Raney nickel catalyst, hydrogenated with hydrogen at 20°-25° C. The catalyst is then removed by filtration, the solution is concentrated and the residue is stirred in hexane and the product is filtered and dried, affording 96.0 g (98% of theory) of 4-(3-amino-5-chloropyridin-2-yloxy)phenol with a melting point of 174° C. Reactants: C(C)C(CC)(N1CCC(CC1)N1C(NC2=C1C=CC=C2)=O)C#N (1-ethyl-1-[4-(2-oxo-2,3-dihydro-1H-1,3-benzimidazol-1-yl)piperidino]-propyl cyanide), C1(=CC=CC=C1)[Mg]Br (phenylmagnesium bromide). The product is C(C)C(CC)(C1=CC=CC=C1)N1CCC(CC1)N1C(NC2=C1C=CC=C2)=O (1-[1-(1-Ethyl-1-phenylpropyl)-4-piperidinyl]-1,3-dihydro-2H-1,3-benzimidazol-2-one). Isolated yield 62.0%. RXN SMILES: [CH2:1]([C:3](C#N)([N:6]1[CH2:11][CH2:10][CH:9]([N:12]2[C:16]3[CH:17]=[CH:18][CH:19]=[CH:20][C:15]=3[NH:14][C:13]2=[O:21])[CH2:8][CH2:7]1)[CH2:4][CH3:5])[CH3:2].[C:24]1([Mg]Br)[CH:29]=[CH:28][CH:27]=[CH:26][CH:25]=1>>[CH2:1]([C:3]([N:6]1[CH2:7][CH2:8][CH:9]([N:12]2[C:16]3[CH:17]=[CH:18][CH:19]=[CH:20][C:15]=3[NH:14][C:13]2=[O:21])[CH2:10][CH2:11]1)([C:24]1[CH:29]=[CH:28][CH:27]=[CH:26][CH:25]=1)[CH2:4][CH3:5])[CH3:2]. Reported procedure: This was prepared according to the procedure described in Example 1 using 1-ethyl-1-[4-(2-oxo-2,3-dihydro-1H-1,3-benzimidazol-1-yl)piperidino]-propyl cyanide and phenylmagnesium bromide. Yield was 62%.